Task: describe an organic reaction: reactants, conditions, products, and yield. Dataset: the Open Reaction Database (ORD), a public repository of structured organic reaction records Reactants: N1C(NCCC1)=O (1,3-diaza-cyclohexan-2-one), C[Si](Cl)(C)C (trimethylchlorosilane), S(=O)(=O)(C)Cl (mesylchloride). The product is S(=O)(=O)(C)N1C(NCCC1)=O (1-Mesyl-2-oxo-1,3-diaza-cyclohexane). RXN SMILES: [NH:1]1[CH2:6][CH2:5][CH2:4][NH:3][C:2]1=[O:7].C[Si](C)(C)Cl.[S:13](Cl)([CH3:16])(=[O:15])=[O:14]>>[S:13]([N:1]1[CH2:6][CH2:5][CH2:4][NH:3][C:2]1=[O:7])([CH3:16])(=[O:15])=[O:14]. Reported procedure: This compound was produced as described in Example 35 C from 10 parts by weight of 1,3-diaza-cyclohexan-2-one, 49 parts by weight of trimethylchlorosilane and 30 parts by weight of mesylchloride. The reaction product was recrystallized from acetone at low temperature and thereafter from acetone/ethanol. Reactants: CI (Methyl iodide), CN(C)CC1=CNC2=C1C=CC(=C2)OCC3=CC=CC=C3 (6-benzyloxygramine). Solvent: C1=CC=CC=C1 (benzene). Conditions: time 30 minute. Yields the product [I-].C(C1=CC=CC=C1)OC1=CC=C2C(=CNC2=C1)C[N+](C)(C)C ((6-benzyloxy-1H-indol-3-ylmethyl)trimethylammonium iodide). RXN SMILES: [CH3:1][I:2].[CH3:3][N:4]([CH2:6][C:7]1[C:11]2[CH:12]=[CH:13][C:14]([O:16][CH2:17][C:18]3[CH:23]=[CH:22][CH:21]=[CH:20][CH:19]=3)=[CH:15][C:10]=2[NH:9][CH:8]=1)[CH3:5]>C1C=CC=CC=1>[I-:2].[CH2:17]([O:16][C:14]1[CH:15]=[C:10]2[C:11]([C:7]([CH2:6][N+:4]([CH3:1])([CH3:3])[CH3:5])=[CH:8][NH:9]2)=[CH:12][CH:13]=1)[C:18]1[CH:23]=[CH:22][CH:21]=[CH:20][CH:19]=1 |f:3.4|. Procedure details: Methyl iodide (15 mL) was added to a stirred mixture of 6-benzyloxygramine (10 g, 35.66 mmol) in dry benzene (150 mL) at ambient temperature. The mixture was stirred at ambient temperature for 30 minutes, then allowed to stand in the dark overnight. The solid was collected by filtration, then dried in high vacuum to give (6-benzyloxy-1H-indol-3-ylmethyl)trimethylammonium iodide (17.5 g). Yields the product Cc1cc(-c2c3ccccc3c(C)c3sc4ccccc4c23)cc(C)c1OC(Cc1ccccc1)C(=O)O. Reactants: Cc1cc(-c2c3ccccc3c(C)c3sc4ccccc4c23)cc(C)c1O, O=C(O)C(O)Cc1ccccc1. Reaction SMILES: [CH3:1][c:2]1[c:3]([OH:27])[c:4]([CH3:26])[cH:5][c:6](-[c:8]2[c:9]3[cH:10][cH:11][cH:12][cH:13][c:14]3[c:15]([CH3:25])[c:16]3[c:17]2[c:18]2[c:19]([s:20]3)[cH:21][cH:22][cH:23][cH:24]2)[cH:7]1.[OH:28][CH:29]([C:30](=[O:31])[OH:32])[CH2:33][c:34]1[cH:35][cH:36][cH:37][cH:38][cH:39]1>>[CH3:1][c:2]1[c:3]([O:27][CH:29]([C:30](=[O:31])[OH:32])[CH2:33][c:34]2[cH:35][cH:36][cH:37][cH:38][cH:39]2)[c:4]([CH3:26])[cH:5][c:6](-[c:8]2[c:9]3[cH:10][cH:11][cH:12][cH:13][c:14]3[c:15]([CH3:25])[c:16]3[c:17]2[c:18]2[c:19]([s:20]3)[cH:21][cH:22][cH:23][cH:24]2)[cH:7]1. The reactants are [OH-].[K+] (potassium hydroxide), N12CCN(CC1)CC2 (1,4-diazabicyclo[2.2.2]octane), BrC(=CC1C(C1C(=O)O)(C)C)Br (3-(2,2-dibromoethenyl)-2,2-dimethylcyclopropanecarboxylic acid), BrCC=1C=C(C=CC1)C1=CC=CC=C1 (3-bromomethylbiphenyl). Yields the product BrC(=CC1C(C1C(=O)OCC=1C=C(C=CC1)C1=CC=CC=C1)(C)C)Br ([1,1'-Biphenyl]-3-ylmethyl 3-(2,2-dibromoethenyl)-2,2-dimethycyclopropanecarboxylate). Reaction SMILES: [OH-].[K+].[Br:3][C:4]([Br:14])=[CH:5][CH:6]1[CH:8]([C:9]([OH:11])=[O:10])[C:7]1([CH3:13])[CH3:12].Br[CH2:16][C:17]1[CH:18]=[C:19]([C:23]2[CH:28]=[CH:27][CH:26]=[CH:25][CH:24]=2)[CH:20]=[CH:21][CH:22]=1.N12CCN(CC1)CC2>>[Br:3][C:4]([Br:14])=[CH:5][CH:6]1[CH:8]([C:9]([O:11][CH2:16][C:17]2[CH:18]=[C:19]([C:23]3[CH:28]=[CH:27][CH:26]=[CH:25][CH:24]=3)[CH:20]=[CH:21][CH:22]=2)=[O:10])[C:7]1([CH3:12])[CH3:13] |f:0.1|. Procedure details: [1,1'-Biphenyl]-3-ylmethyl 3-(2,2-dibromoethenyl)-2,2-dimethycyclopropanecarboxylate was prepared by the method described in Example 1B above using potassium hydroxide (0.66 g, 0.12 mole), 3-(2,2-dibromoethenyl)-2,2-dimethylcyclopropanecarboxylic acid (5.3 g, 0.12 mole), which may be prepared according to the method of Elliott, et al., U.S. Pat. No. 4,024,163, 3-bromomethylbiphenyl (2.7 g, 0.12 mole), and 0.1 g of 1,4-diazabicyclo[2.2.2]octane. Starting materials: CCO, Cl, Cc1ccc2c(c1)N(CC(=O)c1ccco1)C(=O)C(NC(=O)OC(C)(C)C)CN2C(=O)C(C)(C)C. Product: Cc1ccc2c(c1)N(CC(=O)c1ccco1)C(=O)C(N)CN2C(=O)C(C)(C)C. As a reaction SMILES: [CH3:37][CH2:38][OH:39].[ClH:36].[o:1]1[c:2]([C:6](=[O:7])[CH2:8][N:9]2[C:10](=[O:35])[CH:11]([NH:27][C:28]([O:29][C:30]([CH3:31])([CH3:32])[CH3:33])=[O:34])[CH2:12][N:13]([C:21]([C:22]([CH3:23])([CH3:24])[CH3:25])=[O:26])[c:14]3[c:15]2[cH:16][c:17]([CH3:20])[cH:18][cH:19]3)[cH:3][cH:4][cH:5]1>>[o:1]1[c:2]([C:6](=[O:7])[CH2:8][N:9]2[C:10](=[O:35])[CH:11]([NH2:27])[CH2:12][N:13]([C:21]([C:22]([CH3:23])([CH3:24])[CH3:25])=[O:26])[c:14]3[c:15]2[cH:16][c:17]([CH3:20])[cH:18][cH:19]3)[cH:3][cH:4][cH:5]1.